This data is from the Open Reaction Database (ORD), a public repository of structured organic reaction records. The task is: describe an organic reaction: reactants, conditions, products, and yield The reactants are C1=CC=CC=2C3=CC=CC=C3C(C12)COC(NC1(COC1)C(N[C@H](C)C1=NC=C(C=C1F)C1=C(C(=CC(=C1)Cl)F)C1=NOC(=N1)C)=O)=O ([3-((R)-1-{5-[5-chloro-3-fluoro-2-(5-methyl-[1,2,4]oxadiazol-3-yl)-phenyl]-3-fluoro-pyridin-2-yl}-ethylcarbamoyl)-oxetan-3-yl]-carbamic acid 9H-fluoren-9-ylmethyl ester), N1CCCCC1 (piperidine). Run in C(Cl)Cl (DCM). Reaction conditions: time 1 hour. Yields the product ClC=1C=C(C(=C(C1)C=1C=C(C(=NC1)[C@@H](C)NC(=O)C1(COC1)N)F)C1=NOC(=N1)C)F (3-Amino-oxetane-3-carboxylic acid ((R)-1-{5-[5-chloro-3-fluoro-2-(5-methyl-[1,2,4]oxadiazol-3-yl)-phenyl]-3-fluoro-pyridin-2-yl}-ethyl)-amide), gum. Yield: 75.0%. Reaction SMILES: C1C2C(COC(=O)[NH:17][C:18]3([C:22](=[O:47])[NH:23][C@@H:24]([C:26]4[C:31]([F:32])=[CH:30][C:29]([C:33]5[CH:38]=[C:37]([Cl:39])[CH:36]=[C:35]([F:40])[C:34]=5[C:41]5[N:45]=[C:44]([CH3:46])[O:43][N:42]=5)=[CH:28][N:27]=4)[CH3:25])[CH2:21][O:20][CH2:19]3)C3C(=CC=CC=3)C=2C=CC=1.N1CCCCC1>C(Cl)Cl>[Cl:39][C:37]1[CH:36]=[C:35]([F:40])[C:34]([C:41]2[N:45]=[C:44]([CH3:46])[O:43][N:42]=2)=[C:33]([C:29]2[CH:30]=[C:31]([F:32])[C:26]([C@H:24]([NH:23][C:22]([C:18]3([NH2:17])[CH2:21][O:20][CH2:19]3)=[O:47])[CH3:25])=[N:27][CH:28]=2)[CH:38]=1. Procedure details: To a solution of [3-((R)-1-{5-[5-chloro-3-fluoro-2-(5-methyl-[1,2,4]oxadiazol-3-yl)-phenyl]-3-fluoro-pyridin-2-yl}-ethylcarbamoyl)-oxetan-3-yl]-carbamic acid 9H-fluoren-9-ylmethyl ester (71.9 mg, 0.107 mmol, step C) in DCM (5 ml) was added piperidine (0.5 ml) and the mixture was stirred at room temperature for 1 h. The colorless solution was concentrated to dryness under high vacuum. The remaining residue was purified by chromatography (silica gel; DCM/MeOH 98:2-95:5) and the title compound was ... Starting materials: C(CC#C)O (3-butyn-1-ol), O1CCCC=C1 (3,4-dihydropyran). Solvent: CCCCCC (hexane), CCCCCC (hexane). Reaction conditions: time 1 hour. Product: O1C(CCCC1)OCCC#C (3-butyn-1-yl tetrahydropyranyl ether). Isolated yield 99.9%. As a reaction SMILES: [CH2:1]([OH:5])[CH2:2][C:3]#[CH:4].[O:6]1[CH:11]=[CH:10][CH2:9][CH2:8][CH2:7]1>CCCCCC>[O:6]1[CH2:7][CH2:8][CH2:9][CH2:10][CH:11]1[O:5][CH2:1][CH2:2][C:3]#[CH:4]. Procedure details: A solution of 3-butyn-1-ol (3.0 g, 0.042 mol) and 3,4-dihydropyran (4.20 g, 0.05 mol) in hexane (10 ml) (Bongini et. al., Synthesis, 618, 1979), is added to a suspension of Dowex (1.5 g) in hexane (10 ml) and the mixture is stirred for 1 hr at room temperature. The resin is filtered off and the solvent removed in vacuo. The crude residue is purified by flash chromatography using hexane/ethyl acetate (9:1, v/v) to give 3-butyn-1-yl tetrahydropyranyl ether (6.47 g, 97%) as a colorless liquid: Rf=0... Reactants: Clc1c(C2=NCCN2)sc2cc(Br)ccc12, OB(O)c1cccs1. Yields the product Clc1c(C2=NCCN2)sc2cc(-c3cccs3)ccc12. RXN SMILES: [Br:1][c:2]1[cH:3][cH:4][c:5]2[c:6]([s:7][c:8]([C:11]3=[N:15][CH2:14][CH2:13][NH:12]3)[c:9]2[Cl:10])[cH:16]1.[s:17]1[c:18]([B:22]([OH:23])[OH:24])[cH:19][cH:20][cH:21]1>>[c:2]1(-[c:18]2[s:17][cH:21][cH:20][cH:19]2)[cH:3][cH:4][c:5]2[c:6]([s:7][c:8]([C:11]3=[N:15][CH2:14][CH2:13][NH:12]3)[c:9]2[Cl:10])[cH:16]1. Starting materials: ClC1=C(C(=O)O)C=CC=C1 (2-chlorobenzoic acid), C(C1=CC=CC=C1)OC=1C=C(N)C=CC1 (3-benzyloxyaniline). Product: C(C1=CC=CC=C1)OC=1C=C(C=CC1)NC1=C(C(=O)O)C=CC=C1 (2-(3-Benzyloxyphenylamino)benzoic acid). RXN SMILES: Cl[C:2]1[CH:10]=[CH:9][CH:8]=[CH:7][C:3]=1[C:4]([OH:6])=[O:5].[CH2:11]([O:18][C:19]1[CH:20]=[C:21]([CH:23]=[CH:24][CH:25]=1)[NH2:22])[C:12]1[CH:17]=[CH:16][CH:15]=[CH:14][CH:13]=1>>[CH2:11]([O:18][C:19]1[CH:20]=[C:21]([NH:22][C:2]2[CH:10]=[CH:9][CH:8]=[CH:7][C:3]=2[C:4]([OH:6])=[O:5])[CH:23]=[CH:24][CH:25]=1)[C:12]1[CH:13]=[CH:14][CH:15]=[CH:16][CH:17]=1. Procedure: 2-(3-Benzyloxyphenylamino)benzoic acid [VII; R and R"=H, OR°=3-OCH2C6H5 ] was prepared from 2-chlorobenzoic acid and 3-benzyloxyaniline according to the procedure of Example 1(a). The green solid obtained was used directly in the next reaction.